This data is from the Open Reaction Database (ORD), a public repository of structured organic reaction records. The task is: describe an organic reaction: reactants, conditions, products, and yield Reactants: N1=C(Cl)N=C(Cl)N=C1Cl (cyanuric chloride), ClC1=CC(=NN=N1)Cl (dichlorotriazine), CC1(NC(CC(C1)NC1CC(NC(C1)(C)C)(C)C)(C)C)C (bis(2,2,6,6-tetramethyl-4-piperidyl)amine). Run in C=1(C(=CC=CC1)C)C (xylene). Product: CC1(NC(CC(C1)NCCCCCCCC)(C)C)C (2,2,6,6-tetramethyl-4-octylaminopiperidine). RXN SMILES: N1C(Cl)=NC(Cl)=N[C:2]=1Cl.C[C:11]1([CH3:30])[CH2:16][CH:15]([NH:17][CH:18]2[CH2:23][C:22]([CH3:25])([CH3:24])[NH:21][C:20]([CH3:27])([CH3:26])[CH2:19]2)CC(C)(C)N1.Cl[C:32]1N=NN=[C:34](Cl)[CH:33]=1>C1(C)C(C)=CC=CC=1>[CH3:27][C:20]1([CH3:26])[CH2:19][CH:18]([NH:17][CH2:15][CH2:16][CH2:11][CH2:30][CH2:32][CH2:33][CH2:34][CH3:2])[CH2:23][C:22]([CH3:24])([CH3:25])[NH:21]1. Procedure: The same compound can be obtained by means of a procedure in a single reactor, by reacting 1 mol of cyanuric chloride in xylene first with 1 mol of bis(2,2,6,6-tetramethyl-4-piperidyl)amine and then with 2 mol of 2,2,6,6-tetramethyl-4-octylaminopiperidine without isolation of the dichlorotriazine formed as an intermediate. Starting materials: C1(CC1)N1C(C2=CC=CC(=C2C=C1)[N+](=O)[O-])=O (2-cyclopropyl-5-nitro-2H-isoquinolin-1-one), C(C)O (Ethanol), [Cl-].[NH4+] (ammonium chloride), O (Water). The reagents and catalysts are [Fe] (iron). Conditions: temperature 85 celsius. Product: NC1=C2C=CN(C(C2=CC=C1)=O)C1CC1 (5-Amino-2-cyclopropylisoquinolin-1(2H)-one). RXN SMILES: [CH:1]1([N:4]2[CH:13]=[CH:12][C:11]3[C:6](=[CH:7][CH:8]=[CH:9][C:10]=3[N+:14]([O-])=O)[C:5]2=[O:17])[CH2:3][CH2:2]1.C(O)C.[Cl-].[NH4+].O>[Fe]>[NH2:14][C:10]1[CH:9]=[CH:8][CH:7]=[C:6]2[C:11]=1[CH:12]=[CH:13][N:4]([CH:1]1[CH2:3][CH2:2]1)[C:5]2=[O:17] |f:2.3|. Procedure: To a suspension of 2-cyclopropyl-5-nitro-2H-isoquinolin-1-one (3.7 g, 0.015 mol) in Ethanol (80 mL, 1 mol) was added ammonium chloride (8 g, 0.2 mol) in Water (80 mL, 4 mol) and the reaction heated at 85° C. and then iron (4 g, 0.06 mol) was added. The reaction started turning dark and became completely brown. The reaction was heated for 1 h. LC/MS showed no starting material left and only one peak which to give the desired MW. The reaction was removed from the oil bath and 150 ml of methylene c...